Dataset: the Open Reaction Database (ORD), a public repository of structured organic reaction records. Task: describe an organic reaction: reactants, conditions, products, and yield Starting materials: stannous chloride, C(C)C1C(N(C2=C(C(=N1)C1=C(C=CC=C1)Cl)C=C(C=C2)[N+](=O)[O-])C)=O (rac-3-ethyl-5-(o-chlorophenyl)-1,3-dihydro-1-methyl-7-nitro-2H-1,4-benzodiazepin-2-one), C([O-])([O-])=O.[Na+].[Na+] (sodium carbonate). The solvent is Cl (hydrochloric acid). Reaction conditions: time 30 minute. Yields the product NC=1C=CC2=C(C(=NC(C(N2C)=O)CC)C2=C(C=CC=C2)Cl)C1 (rac-7-amino-3-ethyl-5-(o-chlorophenyl)-1,3-dihydro-1-methyl-2H-1,4-benzodiazepin-2-one). As a reaction SMILES: [CH2:1]([CH:3]1[N:9]=[C:8]([C:10]2[CH:15]=[CH:14][CH:13]=[CH:12][C:11]=2[Cl:16])[C:7]2[CH:17]=[C:18]([N+:21]([O-])=O)[CH:19]=[CH:20][C:6]=2[N:5]([CH3:24])[C:4]1=[O:25])[CH3:2].C(=O)([O-])[O-].[Na+].[Na+]>Cl>[NH2:21][C:18]1[CH:19]=[CH:20][C:6]2[N:5]([CH3:24])[C:4](=[O:25])[CH:3]([CH2:1][CH3:2])[N:9]=[C:8]([C:10]3[CH:15]=[CH:14][CH:13]=[CH:12][C:11]=3[Cl:16])[C:7]=2[CH:17]=1 |f:1.2.3|. Procedure details: 7.7 g (0.021 M) of rac-3-ethyl-5-(o-chlorophenyl)-1,3-dihydro-1-methyl-7-nitro-2H-1,4-benzodiazepin-2-one are dissolved in 85 ml of concentrated hydrochloric acid, treated with 18 g of stannous chloride and stirred at room temperature for 30 minutes. The mixture is poured into a mixture of ice and sodium carbonate solution, extracted with methylene chloride and the extract is dried over sodium sulphate, filtered and concentrated. After crystallisation from ethyl acetate/ether there is obtained r... The solvent is CN(P(=O)(N(C)C)N(C)C)C (hexamethylphosphoramide). Run at temperature 150 celsius, time 5 minute. Reactants: BrC=1C=NC2=C(C=CC=C2C1)N1CCN(CC1)C (3-Bromo-8-(4-methyl-piperazin-1-yl)-quinoline), [I-].[K+] (potassium iodide), C1(=CC=CC=C1)C (toluene), Cl (hydrochloric acid). Product: IC=1C=NC2=C(C=CC=C2C1)N1CCN(CC1)C (3-Iodo-8-(4-methyl-piperazin-1-yl)-quinoline). As a reaction SMILES: Br[C:2]1[CH:3]=[N:4][C:5]2[C:10]([CH:11]=1)=[CH:9][CH:8]=[CH:7][C:6]=2[N:12]1[CH2:17][CH2:16][N:15]([CH3:18])[CH2:14][CH2:13]1.[I-:19].[K+].C1(C)C=CC=CC=1.Cl>CN(C)P(N(C)C)(N(C)C)=O.[Cu]I>[I:19][C:2]1[CH:3]=[N:4][C:5]2[C:10]([CH:11]=1)=[CH:9][CH:8]=[CH:7][C:6]=2[N:12]1[CH2:17][CH2:16][N:15]([CH3:18])[CH2:14][CH2:13]1 |f:1.2|. The reagents and catalysts are [Cu]I (copper (I) iodide). Procedure details: A mixture of 3-bromo-8-(4-methyl-piperazin-1-yl)-quinoline (D1)(1.75 g, 5.7 mmol), copper (I) iodide (5.4 g, 28.5 mmol) and potassium iodide (9.6 g, 57.8 mmol) in hexamethylphosphoramide (20 ml) was heated in an oil bath at 150° C. for 21 h under argon. To the cooled reaction mixture was added toluene (120 ml) and 1M hydrochloric acid (120 ml) and the whole was shaken vigorously for 5 minutes. The insoluble brown solid was then collected by filtration, washed with methanol (3×40 ml) and resuspen... The reactants are N#CCN1CCN(CCCO)CC1, ClCCl, COc1cc2c(Oc3ccc4[nH]c(C)cc4c3F)cnnc2cc1O, CCOC(=O)N=NC(=O)OCC, c1ccc(P(c2ccccc2)c2ccccc2)cc1. Yields the product COc1cc2c(Oc3ccc4[nH]c(C)cc4c3F)cnnc2cc1OCCCN1CCN(CC#N)CC1. As a reaction SMILES: [C:38](#[N:39])[CH2:40][N:41]1[CH2:42][CH2:43][N:44]([CH2:47][CH2:48][CH2:49][OH:50])[CH2:45][CH2:46]1.[CH2:70]([Cl:71])[Cl:72].[F:13][c:14]1[c:15]2[cH:16][c:17]([CH3:37])[nH:18][c:19]2[cH:20][cH:21][c:22]1[O:23][c:24]1[cH:25][n:26][n:27][c:28]2[cH:29][c:30]([OH:36])[c:31]([O:34][CH3:35])[cH:32][c:33]12.[O:1]=[C:2]([O:3][CH2:4][CH3:5])[N:6]=[N:7][C:8]([O:9][CH2:10][CH3:11])=[O:12].[c:51]1([P:52]([c:53]2[cH:54][cH:55][cH:56][cH:57][cH:58]2)[c:59]2[cH:60][cH:61][cH:62][cH:63][cH:64]2)[cH:65][cH:66][cH:67][cH:68][cH:69]1>>[F:13][c:14]1[c:15]2[cH:16][c:17]([CH3:37])[nH:18][c:19]2[cH:20][cH:21][c:22]1[O:23][c:24]1[cH:25][n:26][n:27][c:28]2[cH:29][c:30]([O:36][CH2:49][CH2:48][CH2:47][N:44]3[CH2:43][CH2:42][N:41]([CH2:40][C:38]#[N:39])[CH2:46][CH2:45]3)[c:31]([O:34][CH3:35])[cH:32][c:33]12. Reaction SMILES: [CH3:1][O:2][c:3]1[c:4]([C:5](=[O:6])[c:7]2[n:8]([CH2:12][CH:13]([CH2:14][CH2:15][O:16][CH:17]3[CH2:18][CH2:19][CH2:20][CH2:21][O:22]3)[c:23]3[cH:24][c:25]([Cl:30])[c:26]([Cl:29])[cH:27][cH:28]3)[cH:9][cH:10][n:11]2)[cH:31][cH:32][cH:33][cH:34]1.[CH3:35][OH:36]>>[CH3:1][O:2][c:3]1[c:4]([C:5](=[O:6])[c:7]2[n:8]([CH2:12][CH:13]([CH2:14][CH2:15][OH:16])[c:23]3[cH:24][c:25]([Cl:30])[c:26]([Cl:29])[cH:27][cH:28]3)[cH:9][cH:10][n:11]2)[cH:31][cH:32][cH:33][cH:34]1. Yields the product COc1ccccc1C(=O)c1nccn1CC(CCO)c1ccc(Cl)c(Cl)c1. Reactants: COc1ccccc1C(=O)c1nccn1CC(CCOC1CCCCO1)c1ccc(Cl)c(Cl)c1, CO.